Task: describe an organic reaction: reactants, conditions, products, and yield. Dataset: the Open Reaction Database (ORD), a public repository of structured organic reaction records Reactants: C(C)C=1C(NC(NC1OC1=CC(=CC(=C1)C)C)=O)=O (5-Ethyl-6-(3,5-dimethylphenoxy)-2,4-pyrimidinedione), COC=1C=C(CBr)C=CC1 (3-methoxybenzyl bromide). The product is COC=1C=C(CN2C(NC(C(=C2OC2=CC(=CC(=C2)C)C)CC)=O)=O)C=CC1 (1-(3-Methoxybenzyl)-5-ethyl-6-(3,5-dimethylphenoxy)-2,4-pyrimidinedione). Yield: 56.0%. RXN SMILES: [CH2:1]([C:3]1[C:4](=[O:19])[NH:5][C:6](=[O:18])[NH:7][C:8]=1[O:9][C:10]1[CH:15]=[C:14]([CH3:16])[CH:13]=[C:12]([CH3:17])[CH:11]=1)[CH3:2].[CH3:20][O:21][C:22]1[CH:23]=[C:24]([CH:27]=[CH:28][CH:29]=1)[CH2:25]Br>>[CH3:20][O:21][C:22]1[CH:23]=[C:24]([CH:27]=[CH:28][CH:29]=1)[CH2:25][N:7]1[C:8]([O:9][C:10]2[CH:11]=[C:12]([CH3:17])[CH:13]=[C:14]([CH3:16])[CH:15]=2)=[C:3]([CH2:1][CH3:2])[C:4](=[O:19])[NH:5][C:6]1=[O:18]. Reported procedure: 5-Ethyl-6-(3,5-dimethylphenoxy)-2,4-pyrimidinedione and 3-methoxybenzyl bromide were reacted by the same way with the example 1 to obtain the titled compound (213 mg, yield: 56.0%). The reactants are IC=1C=CC=2N(C1)C=C(N2)C=2C(=NOC2C)C2=CC=CC=C2 (6-iodo-2-(5-methyl-3-phenyl-isoxazol-4-yl)-imidazo[1,2-a]pyridine), N1C(CC1)=O (2-azetidinone). The product is CC1=C(C(=NO1)C1=CC=CC=C1)C=1N=C2N(C=C(C=C2)N2C(CC2)=O)C1 (1-[2-(5-Methyl-3-phenyl-isoxazol-4-yl)-imidazo[1,2-a]pyridin-6-yl]-azetidin-2-one). Isolated yield 6.0%. As a reaction SMILES: I[C:2]1[CH:3]=[CH:4][C:5]2[N:6]([CH:8]=[C:9]([C:11]3[C:12]([C:17]4[CH:22]=[CH:21][CH:20]=[CH:19][CH:18]=4)=[N:13][O:14][C:15]=3[CH3:16])[N:10]=2)[CH:7]=1.[NH:23]1[CH2:26][CH2:25][C:24]1=[O:27]>>[CH3:16][C:15]1[O:14][N:13]=[C:12]([C:17]2[CH:22]=[CH:21][CH:20]=[CH:19][CH:18]=2)[C:11]=1[C:9]1[N:10]=[C:5]2[CH:4]=[CH:3][C:2]([N:23]3[CH2:26][CH2:25][C:24]3=[O:27])=[CH:7][N:6]2[CH:8]=1. Procedure: As described for Example 60, 6-iodo-2-(5-methyl-3-phenyl-isoxazol-4-yl)-imidazo[1,2-a]pyridine (100 mg, 0.25 mmol) was converted, using 2-azetidinone instead of benzamide, to the title compound (4.8 mg, 6%) which was obtained as a light yellow oil. MS: m/e=345.0 [M+H]+. Starting materials: C(C)(C)N(CC)C(C)C (diisopropylethylamine), C(C)O (ethanol), COC1=CC=C(C=C1)N1N=C(C=C1C(=O)OC)C(=O)O (1-[(4-methoxy)phenyl]-5-(methoxycarbonyl)pyrazole-3-carboxylic acid). The solvent is S(=O)(Cl)Cl (thionyl chloride). Run at time 24 hour. Product: COC1=CC=C(C=C1)N1N=C(C=C1C(=O)OC)C(=O)OCC (1-[(4-methoxy)phenyl]-3-(ethoxycarbonyl)-5-(methoxycarbonyl)pyrazole). The yield is 44.9%. Reaction SMILES: [CH3:1][O:2][C:3]1[CH:8]=[CH:7][C:6]([N:9]2[C:13]([C:14]([O:16][CH3:17])=[O:15])=[CH:12][C:11]([C:18]([OH:20])=[O:19])=[N:10]2)=[CH:5][CH:4]=1.[CH:21](N(C(C)C)CC)(C)[CH3:22].C(O)C>S(Cl)(Cl)=O>[CH3:1][O:2][C:3]1[CH:8]=[CH:7][C:6]([N:9]2[C:13]([C:14]([O:16][CH3:17])=[O:15])=[CH:12][C:11]([C:18]([O:20][CH2:21][CH3:22])=[O:19])=[N:10]2)=[CH:5][CH:4]=1. Reported procedure: A solution of 1-[(4-methoxy)phenyl]-5-(methoxycarbonyl)pyrazole-3-carboxylic acid (7.50 g, 27.1 mmol) in 50 mL of thionyl chloride was stirred at 80° C. for 1 h. The volatiles were then removed and the residue was azeotroped with 20 mL of toluene and dried in vacuo. The residue was dissolved in 100 mL of tetrahydrofuran and then there was added diisopropylethylamine (11.8 mL, 67.9 mmol) and absolute ethanol (3.2 mL, 54.3 mmol). The reaction mixture was allowed to stir at ambient temperature for ...